This data is from the Open Reaction Database (ORD), a public repository of structured organic reaction records. The task is: describe an organic reaction: reactants, conditions, products, and yield Reaction SMILES: [C:1]1([C:7]2[O:8]C3C=C(C(O)=O)C=CC=3N=2)[CH:6]=[CH:5][CH:4]=[CH:3][CH:2]=1.C1(C2OC3C=C(C(OC)=O)C=CC=3N=2)C=CC=CC=1.[Li+].[OH-].[ClH:40]>C1COCC1.CO.O>[C:7]([Cl:40])(=[O:8])[C:1]1[CH:6]=[CH:5][CH:4]=[CH:3][CH:2]=1 |f:2.3|. Reaction conditions: time 6 hour. Reported procedure: 2-Phenyl-benzooxazole-6-carboxylic acid, 1v. A mixture of methyl 2-phenyl-benzooxazole-6-carboxylate 1u (0.37 g, 1.46 mmol) and LiOH (0.10 g, 4.2 mmol) in THF (4 mL), MeOH (4 mL), and H2O (4 mL) was stirred at room temperature for 6 h. Aqueous 1N HCl solution was added to the mixture to adjust pH to 3-4. The resulting mixture was extracted with EtOAc (2×). The organic solution was washed with aq. NaCl, dried over Na2SO4 and concentrated to give 1t (0.34 g). Product: C(C1=CC=CC=C1)(=O)Cl (benzoyl chloride). The solvent is C1CCOC1 (THF), CO (MeOH), O (H2O). Reactants: C1(=CC=CC=C1)C=1OC2=C(N1)C=CC(=C2)C(=O)OC (methyl 2-phenyl-benzooxazole-6-carboxylate), [Li+].[OH-] (LiOH), C1(=CC=CC=C1)C=1OC2=C(N1)C=CC(=C2)C(=O)O (2-Phenyl-benzooxazole-6-carboxylic acid), Cl (HCl), 1v. The reactants are C(C)(C)(C)C1=CC(=C(C=N1)C=1N([C@]([C@](N1)(C)C1=CC=C(C=C1)Cl)(C)C1=CC=C(C=C1)Cl)C(=O)Cl)OCC ((4S,5R)-2-(6-tert-butyl-4-ethoxy-pyridin-3-yl)-4,5-bis-(4-chloro-phenyl)-4,5-dimethyl-4,5-dihydro-imidazole-1-carbonyl chloride), COCCN1CCNCC1 (1-(2-methoxy-ethyl)-piperazine). Product: C(C)(C)(C)C1=CC(=C(C=N1)C=1N([C@]([C@](N1)(C)C1=CC=C(C=C1)Cl)(C)C1=CC=C(C=C1)Cl)C(=O)N1CCN(CC1)CCOC)OCC ([(4S,5R)-2-(6-tert-Butyl-4-ethoxy-pyridin-3-yl)-4,5-bis-(4-chloro-phenyl)-4,5-dimethyl-4,5-dihydro-imidazol-1-yl]-[4-(2-methoxy-ethyl)-piperazin-1-yl]-methanone). RXN SMILES: [C:1]([C:5]1[N:10]=[CH:9][C:8]([C:11]2[N:12]([C:32](Cl)=[O:33])[C@@:13]([C:25]3[CH:30]=[CH:29][C:28]([Cl:31])=[CH:27][CH:26]=3)([CH3:24])[C@@:14]([C:17]3[CH:22]=[CH:21][C:20]([Cl:23])=[CH:19][CH:18]=3)([CH3:16])[N:15]=2)=[C:7]([O:35][CH2:36][CH3:37])[CH:6]=1)([CH3:4])([CH3:3])[CH3:2].[CH3:38][O:39][CH2:40][CH2:41][N:42]1[CH2:47][CH2:46][NH:45][CH2:44][CH2:43]1>>[C:1]([C:5]1[N:10]=[CH:9][C:8]([C:11]2[N:12]([C:32]([N:45]3[CH2:46][CH2:47][N:42]([CH2:41][CH2:40][O:39][CH3:38])[CH2:43][CH2:44]3)=[O:33])[C@@:13]([C:25]3[CH:30]=[CH:29][C:28]([Cl:31])=[CH:27][CH:26]=3)([CH3:24])[C@@:14]([C:17]3[CH:22]=[CH:21][C:20]([Cl:23])=[CH:19][CH:18]=3)([CH3:16])[N:15]=2)=[C:7]([O:35][CH2:36][CH3:37])[CH:6]=1)([CH3:4])([CH3:3])[CH3:2]. Procedure details: In a manner analogous to the method described in examples 8, (4S,5R)-2-(6-tert-butyl-4-ethoxy-pyridin-3-yl)-4,5-bis-(4-chloro-phenyl)-4,5-dimethyl-4,5-dihydro-imidazole-1-carbonyl chloride (example 51) was coupled with 1-(2-methoxy-ethyl)-piperazine (Oakwood) to give the title compound. HR-MS (ES, m/z) calculated for C36H46Cl2N5O3 [(M+H)+] 666.2972, observed 666.2971. Starting materials: C(C)C=1C(=NC(=CN1)CC)N[C@H]1[C@H](CC2=CC=CC=C12)O ((1R,2S)-1-[(3,6-diethylpyrazin-2-yl)amino]-2,3-dihydro-1H-inden-2-ol), COC1=CC=C2CCCC(C2=C1)N (7-methoxy-1,2,3,4-tetrahydronaphthalen-1-amine). The product is C(C)C=1C(=NC(=CN1)CC)NC1CCCC2=CC=C(C=C12)OC (3,6-diethyl-N-(7-methoxy-1,2,3,4-tetrahydronaphthalen-1-yl)pyrazin-2-amine). Reaction SMILES: [CH2:1]([C:3]1[C:4](N[C@@H]2C3C(=CC=CC=3)C[C@@H]2O)=[N:5][C:6]([CH2:9][CH3:10])=[CH:7][N:8]=1)[CH3:2].[CH3:22][O:23][C:24]1[CH:33]=[C:32]2[C:27]([CH2:28][CH2:29][CH2:30][CH:31]2[NH2:34])=[CH:26][CH:25]=1>>[CH2:1]([C:3]1[C:4]([NH:34][CH:31]2[C:32]3[C:27](=[CH:26][CH:25]=[C:24]([O:23][CH3:22])[CH:33]=3)[CH2:28][CH2:29][CH2:30]2)=[N:5][C:6]([CH2:9][CH3:10])=[CH:7][N:8]=1)[CH3:2]. Procedure details: Following the procedure for the preparation of (1R,2S)-1-[(3,6-diethylpyrazin-2-yl)amino]-2,3-dihydro-1H-inden-2-ol but substituting 7-methoxy-1,2,3,4-tetrahydronaphthalen-1-amine and making non-critical variations provided the title compound as a oil: 1H NMR (400 MHz, CDCl3) δ 7.67, 7.08, 6.92, 6.81, 5.42, 4.54, 3.75, 2.84-2.77, 2.68, 2.56, 2.10, 1.88, 1.36-1.27; (MS/CI) calcd for C19H25N3O+H 312.4, found 312.1. Reactants: ClCC(=O)NC1=C2C(N(C(C2=CC=C1)=O)C(CC(=O)N(C)C)C1=CC(=C(C=C1)OC)OCC)=O (3-[4-(2-chloroacetylamino)-1,3-dioxoisoindolin-2-yl]-3-(3-ethoxy-4-methoxyphenyl)-N,N-dimethylpropanamide), CNC (dimethylamine), O1CCCC1 (tetrahydrofuran). The solvent is C(C)#N (acetonitrile), C(Cl)Cl (methylene chloride), C(O)([O-])=O.[Na+] (sodium hydrogen carbonate). Conditions: time 8 hour. The product is CN(CC(=O)NC1=C2C(N(C(C2=CC=C1)=O)C(CC(=O)N(C)C)C1=CC(=C(C=C1)OC)OCC)=O)C (3-{4-[2-(dimethylamino)acetylamino]-1,3-dioxoisoindolin-2-yl}-3-(3-ethoxy-4-meth-oxyphenyl)-N,N-dimethylpropanamide). Yield: 57.0%. Reaction SMILES: Cl[CH2:2][C:3]([NH:5][C:6]1[CH:14]=[CH:13][CH:12]=[C:11]2[C:7]=1[C:8](=[O:34])[N:9]([CH:16]([C:23]1[CH:28]=[CH:27][C:26]([O:29][CH3:30])=[C:25]([O:31][CH2:32][CH3:33])[CH:24]=1)[CH2:17][C:18]([N:20]([CH3:22])[CH3:21])=[O:19])[C:10]2=[O:15])=[O:4].[CH3:35][NH:36][CH3:37].O1CCCC1>C(#N)C.C(Cl)Cl.C(=O)([O-])O.[Na+]>[CH3:35][N:36]([CH3:37])[CH2:2][C:3]([NH:5][C:6]1[CH:14]=[CH:13][CH:12]=[C:11]2[C:7]=1[C:8](=[O:34])[N:9]([CH:16]([C:23]1[CH:28]=[CH:27][C:26]([O:29][CH3:30])=[C:25]([O:31][CH2:32][CH3:33])[CH:24]=1)[CH2:17][C:18]([N:20]([CH3:22])[CH3:21])=[O:19])[C:10]2=[O:15])=[O:4] |f:5.6|. Procedure details: To a stirred solution of 3-[4-(2-chloroacetylamino)-1,3-dioxoisoindolin-2-yl]-3-(3-ethoxy-4-methoxyphenyl)-N,N-dimethylpropanamide (1.1 g, 2.3 mmol) in acetonitrile (15 mL) was added dimethylamine in tetrahydrofuran (3.3 mL, 2 N, 6.6 mmol) at room temperature and kept for overnight. The solvent was removed in vacuo to give a solid. The solid was diluted with methylene chloride (50 mL) and sodium hydrogen carbonate (25 mL). The separated organic layer was dried over magnesium sulfate. The solvent... Reactants: FC1=CC=C(C=C1)C=1C(=NNC1C1=CC=C(C=C1)S(=O)(=O)C)O (4-(4-fluorophenyl)-3-hydroxy-5-(4-(methylsulphonyl)phenyl)-pyrazole), BrCCCBr (1,3-dibromopropane). Yields the product FC1=CC=C(C=C1)C=1C(=NN2C1OCCC2)C2=CC=C(C=C2)S(=O)(=O)C (3-(4-Fluorophenyl)-2-(4-(methylsulphonyl)phenyl)-6,7-dihydro-5H-pyrazolo[5,1-b][1,3]oxazine). Reaction SMILES: [F:1][C:2]1[CH:7]=[CH:6][C:5]([C:8]2[C:9]([OH:23])=[N:10][NH:11][C:12]=2[C:13]2[CH:18]=[CH:17][C:16]([S:19]([CH3:22])(=[O:21])=[O:20])=[CH:15][CH:14]=2)=[CH:4][CH:3]=1.Br[CH2:25][CH2:26][CH2:27]Br>>[F:1][C:2]1[CH:3]=[CH:4][C:5]([C:8]2[C:12]([C:13]3[CH:18]=[CH:17][C:16]([S:19]([CH3:22])(=[O:21])=[O:20])=[CH:15][CH:14]=3)=[N:11][N:10]3[CH2:27][CH2:26][CH2:25][O:23][C:9]=23)=[CH:6][CH:7]=1. Procedure details: Alternatively, the desired compound was prepared according to the method of Example 5D, starting with 4-(4-fluorophenyl)-3-hydroxy-5-(4-(methylsulphonyl)phenyl)-pyrazole and substituting 1,3-dibromopropane in place of 1,2-dibromo ethane (yield: 150 mg, 81%). MS (APCI+) m/z 373 (M+H)+; (APCI−) m/z 371 (M−H)−; 1H NMR (300 MHz, DMSO-d6) δ2.27 (m, 2H), 3.23 (s, 3H), 4.20 (t, J=7 Hz, 2H), 4.38 (d, J=7 Hz, 2H), 7.20 (m, 4H), 7.60 (d, J=9 Hz, 2H), 7.87 (d, J=9 Hz, 2H); Anal. calc. for C19H17FN2O3S; C, ... Reactants: [H-].[Al+3].[Li+].[H-].[H-].[H-] (lithium aluminum hydride), ClC1=CC=C(CC2CCCCC(N2)=O)C=C1 (7-(4-chlorobenzyl)-perhydroazepin -2-one), ice water. Solvent: O1CCCC1 (tetrahydrofurane). Yields the product ClC1=CC=C(CC2NCCCCC2)C=C1 (2-(4-chlorobenzyl)perhydroazepine). Isolated yield 68.3%. RXN SMILES: [H-].[Al+3].[Li+].[H-].[H-].[H-].[Cl:7][C:8]1[CH:22]=[CH:21][C:11]([CH2:12][CH:13]2[NH:19][C:18](=O)[CH2:17][CH2:16][CH2:15][CH2:14]2)=[CH:10][CH:9]=1>O1CCCC1>[Cl:7][C:8]1[CH:22]=[CH:21][C:11]([CH2:12][CH:13]2[CH2:14][CH2:15][CH2:16][CH2:17][CH2:18][NH:19]2)=[CH:10][CH:9]=1 |f:0.1.2.3.4.5|. Reported procedure: Add 0.5 g of lithium aluminum hydride to a solution of 2.8 g 7-(4-chlorobenzyl)-perhydroazepin -2-one in 30 ml of tetrahydrofurane. Boil the mixture under reflux for 16 hours, cool it and then carefully treat it with ice-water. After extraction with diethyl ether, dry the extract over sodium sulfate concentrate the oily residue and distill in a vacuum to obtain 1.8 g of the title compound with a BP of 90° to 92° at 0.05 mm Hg. Reactants: CC(N)CNC(=O)c1ccc(N2CCN(C(=O)c3ccccc3C(F)(F)F)CC2)nn1, O=P(Cl)(Cl)Cl. Yields the product CC1CNC(c2ccc(N3CCN(C(=O)c4ccccc4C(F)(F)F)CC3)nn2)=N1. RXN SMILES: [NH2:1][CH:2]([CH2:3][NH:4][C:5](=[O:6])[c:7]1[n:8][n:9][c:10]([N:13]2[CH2:14][CH2:15][N:16]([C:19]([c:20]3[c:21]([C:26]([F:27])([F:28])[F:29])[cH:22][cH:23][cH:24][cH:25]3)=[O:30])[CH2:17][CH2:18]2)[cH:11][cH:12]1)[CH3:31].[P:32]([Cl:33])([Cl:34])([Cl:35])=[O:36]>>[N:1]1=[C:5]([c:7]2[n:8][n:9][c:10]([N:13]3[CH2:14][CH2:15][N:16]([C:19]([c:20]4[c:21]([C:26]([F:27])([F:28])[F:29])[cH:22][cH:23][cH:24][cH:25]4)=[O:30])[CH2:17][CH2:18]3)[cH:11][cH:12]2)[NH:4][CH2:3][CH:2]1[CH3:31].